Dataset: the Open Reaction Database (ORD), a public repository of structured organic reaction records. Task: describe an organic reaction: reactants, conditions, products, and yield The reactants are C(CCC)C=1N(C(=CN1)/C=C(/C(=O)O)\CC=1SC=CC1)CC1=C(C=CC=C1)Cl ((E)-3-[2-n-butyl-1-{(2-chlorophenyl)methyl}-1H-imidazol-5-yl]-2-(2-thienyl)methyl-2-propenoic acid), C(CCC)C=1N(C(=CN1)C=O)CC1=C(C=C(C=C1)C(=O)OC)Cl (2-n-butyl-1-[(4-carbomethoxy-2-chlorophenyl)methyl]imidazole-5-aldehyde), [Cl-].[Li+] (lithium chloride), C(C)OC(C(CC=1SC=CC1)C(=O)O)=O.C(CCC)C=1N(C(=CN1)C=O)CC1=CC=C(C=C1)C(=O)OCC (2-n-butyl-1-[(4-carboethoxyphenyl)methyl]imidazole-5-aldehyde ethyl 2-carboxy-3-(2-thienyl)propionate), [OH-].[K+] (potassium hydroxide). Run in CN(C=O)C (dimethylformamide), O.C(C)O (water ethanol). Product: C(CCC)C=1N(C(=CN1)/C=C(/C(=O)O)\CC=1SC=CC1)CC1=CC=C(C=C1)C(=O)OCC ((E)-3-[2-n-Butyl-1-{(4-carboethoxyphenyl)methyl}-1H-imidazol-5-yl]-2-(2-thienyl)methyl-2-propenoic Acid). Reaction SMILES: C(C1N(CC2C=CC(C(OC)=O)=CC=2Cl)C(C=O)=CN=1)CCC.C(O[C:27](=O)[CH:28]([C:35]([OH:37])=[O:36])[CH2:29][C:30]1[S:31][CH:32]=[CH:33][CH:34]=1)C.[CH2:39]([C:43]1[N:44]([CH2:50][C:51]2[CH:56]=[CH:55][C:54]([C:57]([O:59][CH2:60][CH3:61])=[O:58])=[CH:53][CH:52]=2)[C:45](C=O)=[CH:46][N:47]=1)[CH2:40][CH2:41][CH3:42].[OH-].[K+].[Cl-].[Li+].C(C1N(CC2C=CC=CC=2Cl)C(/C=C(\CC2SC=CC=2)/C(O)=O)=CN=1)CCC>O.C(O)C.CN(C)C=O>[CH2:39]([C:43]1[N:44]([CH2:50][C:51]2[CH:52]=[CH:53][C:54]([C:57]([O:59][CH2:60][CH3:61])=[O:58])=[CH:55][CH:56]=2)[C:45](/[CH:27]=[C:28](\[CH2:29][C:30]2[S:31][CH:32]=[CH:33][CH:34]=2)/[C:35]([OH:37])=[O:36])=[CH:46][N:47]=1)[CH2:40][CH2:41][CH3:42] |f:1.2,3.4,5.6,8.9|. Procedure: The title compound was prepared following the procedure of Example 42 replacing 2-n-butyl-1-[(4-carbomethoxy-2-chlorophenyl)methyl]imidazole-5-aldehyde with 2-n-butyl-1-[(4-carboethoxyphenyl)methyl]imidazole-5-aldehyde ethyl 2-carboxy-3-(2-thienyl)propionate and potassium hydroxide in water-ethanol at ambient temperature with lithium chloride in dimethylformamide at 80°-125° C.; mp 129°-131° C. (d). Reactants: CCc1ccc2c(c1)CC(=O)N2, CCO, [K+], [OH-], O. Product: CCc1ccc(N)c(CC(=O)O)c1. As a reaction SMILES: [CH2:1]([CH3:2])[c:3]1[cH:4][c:5]2[c:9]([cH:10][cH:11]1)[NH:8][C:7](=[O:12])[CH2:6]2.[CH3:13][CH2:14][OH:15].[K+:17].[OH-:16].[OH2:18]>>[CH2:1]([CH3:2])[c:3]1[cH:4][c:5]([CH2:6][C:7]([OH:12])=[O:15])[c:9]([NH2:8])[cH:10][cH:11]1. Reactants: ClC=1C2=C(N=C(N1)C)N(C(=C2C)C)C2=C(C=C(C=C2C)C)C (4-chloro-2,5,6-trimethyl-7-(2,4,6-trimethylphenyl)-7H-pyrrolo[2,3-d]pyrimidine), FC(C1=C(C=CC=C1)B(O)O)(F)F (2-(trifluoromethyl)phenylboronic acid), C([O-])([O-])=O.[Na+].[Na+] (sodium carbonate), C(C)O (ethanol). Run in C1=CC=CC=C1 (benzene), C(C)(=O)OCC (ethyl acetate). Yields the product FC(C1=C(C=CC=C1)C=1C2=C(N=C(N1)C)N(C(=C2C)C)C2=C(C=C(C=C2C)C)C)(F)F (4-(2-(Trifluoromethyl)phenyl)-2,5,6-trimethyl-7-(2,4,6-trimethylphenyl)-7H-pyrrolo[2,3-d]pyrimidine), glass. RXN SMILES: Cl[C:2]1[C:3]2[C:11]([CH3:12])=[C:10]([CH3:13])[N:9]([C:14]3[C:19]([CH3:20])=[CH:18][C:17]([CH3:21])=[CH:16][C:15]=3[CH3:22])[C:4]=2[N:5]=[C:6]([CH3:8])[N:7]=1.[F:23][C:24]([F:35])([F:34])[C:25]1[CH:30]=[CH:29][CH:28]=[CH:27][C:26]=1B(O)O.C(=O)([O-])[O-].[Na+].[Na+].C(O)C>C(OCC)(=O)C.C1C=CC=CC=1>[F:23][C:24]([F:35])([F:34])[C:25]1[CH:30]=[CH:29][CH:28]=[CH:27][C:26]=1[C:2]1[C:3]2[C:11]([CH3:12])=[C:10]([CH3:13])[N:9]([C:14]3[C:19]([CH3:20])=[CH:18][C:17]([CH3:21])=[CH:16][C:15]=3[CH3:22])[C:4]=2[N:5]=[C:6]([CH3:8])[N:7]=1 |f:2.3.4|. Reported procedure: A mixture of 4-chloro-2,5,6-trimethyl-7-(2,4,6-trimethylphenyl)-7H-pyrrolo[2,3-d]pyrimidine (425 mg, prepared as described by Y. L. Chen in Patent Application WO94/13676), 2-(trifluoromethyl)phenylboronic acid (310 mg) tetrakis(triphenylphoshine)palladium(0) (50 mg), 1M aqueous sodium carbonate (2 mL), ethanol (0.75 mL) and benzene (6 mL) was refluxed for 6 hr. The cooled mixture was diluted with ethyl acetate and the aqueous layer was removed. The organic layer was washed with 1N aqueous sodium... Reactants: [OH-].[Na+] (sodium hydroxide), solid, II (iodine), C(C)(C)C=1N=C(NC1)COCC1=CC=C(C=C1)OC (4-isopropyl-2-(p-methoxybenzyloxymethyl)-1H-imidazole). Run in O (water), C(Cl)Cl (methylene chloride), CO (methanol). Conditions: time 1.5 hour. The product is IC1=C(N=C(N1)COCC1=CC=C(C=C1)OC)C(C)C (5-iodo-4-isopropyl-2-(p-methoxybenzyloxymethyl)-1H-imidazole). Isolated yield 81.0%. Reaction SMILES: [CH:1]([C:4]1[N:5]=[C:6]([CH2:9][O:10][CH2:11][C:12]2[CH:17]=[CH:16][C:15]([O:18][CH3:19])=[CH:14][CH:13]=2)[NH:7][CH:8]=1)([CH3:3])[CH3:2].[I:20]I.[OH-].[Na+]>C(Cl)Cl.CO.O>[I:20][C:8]1[NH:7][C:6]([CH2:9][O:10][CH2:11][C:12]2[CH:13]=[CH:14][C:15]([O:18][CH3:19])=[CH:16][CH:17]=2)=[N:5][C:4]=1[CH:1]([CH3:3])[CH3:2] |f:2.3|. Reported procedure: In methylene chloride (60 ml)-methanol (660 ml) was dissolved 165 g (0.67 mol) of 4-isopropyl-2-(p-methoxybenzyloxymethyl)-1H-imidazole (3d), followed by addition of 170 g of solid iodine. Then, an aqueous solution prepared by dissolving 27.3 g (0.67 mol) of sodium hydroxide in 85 ml of water was added dropwise under ice-cooling. After completion of dropwise addition, the reaction mixture was stirred at room temperature for 1.5 hours. This reaction mixture was extracted with methylene chloride a... The reactants are Cl.N1(N=NC=C1)C1CNCCC1 (3-(1,2,3-triazol-1-yl)piperidine hydrochloride), C1CCC2=NCCCN2CC1 (DBU), CC1=C2C(C(=CN(C2=C(C(=C1F)F)F)C1CC1)C(=O)O)=O (5-methyl-1-cyclopropyl-6,7,8-trifluoro -1,4-dihydro-4-oxoquinoline-3-carboxylic acid). Run in C(C)#N (acetonitrile). Reaction conditions: time 66 hour. The product is C1(CC1)N1C=C(C(C2=C(C(=C(C(=C12)F)N1CC(CCC1)N1N=NC=C1)F)C)=O)C(=O)O (1-Cyclopropyl-6,8-difluoro-5-methyl-7-[3-(1,2,3-triazol-1-yl)piperidin-1-yl]-1,4-dihydro-4-oxoquinoline-3-carboxylic acid). The yield is 47.9%. RXN SMILES: Cl.[N:2]1([CH:7]2[CH2:12][CH2:11][CH2:10][NH:9][CH2:8]2)[CH:6]=[CH:5][N:4]=[N:3]1.C1CCN2C(=NCCC2)CC1.[CH3:24][C:25]1[C:34]([F:35])=[C:33](F)[C:32]([F:37])=[C:31]2[C:26]=1[C:27](=[O:44])[C:28]([C:41]([OH:43])=[O:42])=[CH:29][N:30]2[CH:38]1[CH2:40][CH2:39]1>C(#N)C>[CH:38]1([N:30]2[C:31]3[C:26](=[C:25]([CH3:24])[C:34]([F:35])=[C:33]([N:9]4[CH2:10][CH2:11][CH2:12][CH:7]([N:2]5[CH:6]=[CH:5][N:4]=[N:3]5)[CH2:8]4)[C:32]=3[F:37])[C:27](=[O:44])[C:28]([C:41]([OH:43])=[O:42])=[CH:29]2)[CH2:39][CH2:40]1 |f:0.1|. Procedure: 3-(1,2,3-triazol-1-yl)piperidine hydrochloride (63 mg, 0.33 mmol) and DBU (77 mg, 0.5 mmol) were added to a suspension of 5-methyl-1-cyclopropyl-6,7,8-trifluoro -1,4-dihydro-4-oxoquinoline-3-carboxylic acid (50 mg, 0.17 mmol) in acetonitrile (5 ml). The reaction mixture was refluxed under stirring for 66 hrs and then concentrated. The residue was diluted with water and thus separated solid was filtered, washed with water, acetonitrile and dried to give 35 mg of desired product. m.p. 227°-228.5° ...